describe an organic reaction: reactants, conditions, products, and yield From a dataset of the Open Reaction Database (ORD), a public repository of structured organic reaction records. Reactants: C(C)(C)OC1=CC=C(C=C1)N1CN(CN(C1)C1=CC=C(C=C1)OC(C)C)C1=CC=C(C=C1)OC(C)C (1,3,5-tris(p-isopropoxyphenyl)-hexahydro-s-triazine), [OH-].[Na+] (sodium hydroxide), ClC(=O)OC(Cl)(Cl)Cl (trichloromethyl chloroformate), C(C)(CC)NC(=S)NC(C)(C)C (1-s-butyl-3-t-butylthiourea). The product is C(C)(C)(C)N=C1SCN(C(N1C(C)CC)=O)C1=CC=C(C=C1)OC(C)C (2-t-butylimino-3-s-butyl-5-(p-isopropoxyphenyl)-tetrahydro-1,3,5-thiadiazin-4-one). Isolated yield 66.2%. Reaction SMILES: [CH:1]([O:4][C:5]1[CH:10]=[CH:9][C:8]([N:11]2[CH2:16]N(C3C=CC(OC(C)C)=CC=3)CN(C3C=CC(OC(C)C)=CC=3)[CH2:12]2)=[CH:7][CH:6]=1)([CH3:3])[CH3:2].ClC(OC(Cl)(Cl)Cl)=[O:39].[CH:45]([NH:49][C:50]([NH:52][C:53]([CH3:56])([CH3:55])[CH3:54])=[S:51])([CH2:47][CH3:48])[CH3:46].[OH-].[Na+]>>[C:53]([N:52]=[C:50]1[N:49]([CH:45]([CH2:47][CH3:48])[CH3:46])[C:16](=[O:39])[N:11]([C:8]2[CH:7]=[CH:6][C:5]([O:4][CH:1]([CH3:2])[CH3:3])=[CH:10][CH:9]=2)[CH2:12][S:51]1)([CH3:54])([CH3:56])[CH3:55] |f:3.4|. Reported procedure: Similarly, 2.8 g (0.006 mole) of 1,3,5-tris(p-isopropoxyphenyl)-hexahydro-s-triazine, 1.8 g (0.009 mole) of trichloromethyl chloroformate, 3.0 g (0.016 mole) of 1-s-butyl-3-t-butylthiourea, and 15 g of a 10% aqueous sodium hydroxide solution were used to obtain 1.5 g (25% yield) of 2-t-butylimino-3-s-butyl-5-(p-isopropoxyphenyl)-tetrahydro-1,3,5-thiadiazin-4-one (compound No. 374)of the formula, ##STR173## as colorless oily substance (nD20 1.5402). Reactants: CCCCCCC1(Br)CC1(Br)Br, [Li]C, CCOCC, O. Product: CCCCCCC1=CC1. RXN SMILES: [Br:1][C:2]1([Br:11])[C:3]([CH2:5][CH2:6][CH2:7][CH2:8][CH2:9][CH3:10])([Br:12])[CH2:4]1.[CH3:13][Li:14].[CH3:16][CH2:17][O:18][CH2:19][CH3:20].[OH2:15]>>[CH:2]1=[C:3]([CH2:5][CH2:6][CH2:7][CH2:8][CH2:9][CH3:10])[CH2:4]1.